Dataset: the Open Reaction Database (ORD), a public repository of structured organic reaction records. Task: describe an organic reaction: reactants, conditions, products, and yield The reactants are [OH-].[Na+] (sodium hydroxide), O (water), ClC1=C(C=CC(=C1)Cl)C(CN1C=NC=C1)O (1-(2,4-dichlorophenyl)-2-(1H-imidazol-1-yl)ethanol), ClC1=NC2=CC=CC=C2C(=C1)CCl (2-chloro-4-chloromethylquinoline). Reagents/catalysts: [Cl-].C(C1=CC=CC=C1)[N+](C)(C)C (benzyltrimethylammonium chloride). Run in O1CCCC1 (tetrahydrofuran). Run at temperature 45 celsius, time 1.5 hour. Yields the product ClC1=NC2=CC=CC=C2C(=C1)COC(CN1C=NC=C1)C1=C(C=C(C=C1)Cl)Cl (2-Chloro-4-[[1-(2,4-dichlorophenyl)-2-(1H-imidazol-1-yl)ethoxy]methyl]quinoline). RXN SMILES: [OH-].[Na+].O.[Cl:4][C:5]1[CH:10]=[C:9]([Cl:11])[CH:8]=[CH:7][C:6]=1[CH:12]([OH:19])[CH2:13][N:14]1[CH:18]=[CH:17][N:16]=[CH:15]1.[Cl:20][C:21]1[CH:30]=[C:29]([CH2:31]Cl)[C:28]2[C:23](=[CH:24][CH:25]=[CH:26][CH:27]=2)[N:22]=1>[Cl-].C([N+](C)(C)C)C1C=CC=CC=1.O1CCCC1>[Cl:20][C:21]1[CH:30]=[C:29]([CH2:31][O:19][CH:12]([C:6]2[CH:7]=[CH:8][C:9]([Cl:11])=[CH:10][C:5]=2[Cl:4])[CH2:13][N:14]2[CH:18]=[CH:17][N:16]=[CH:15]2)[C:28]2[C:23](=[CH:24][CH:25]=[CH:26][CH:27]=2)[N:22]=1 |f:0.1,5.6|. Reported procedure: In a three necked flask, fitted with stirrer, reflux condenser and gas inlet tube are introduced 30 g of sodium hydroxide (0.75 mol) and 30 ml of water. While passing nitrogen through the flask, the solution is cooled to 45° C. and then are added 7.7 g of 1-(2,4-dichlorophenyl)-2-(1H-imidazol-1-yl)ethanol (0.03 mol), 0.5 g of benzyltrimethylammonium chloride, 100 ml of tetrahydrofuran and 6.4 g of 2-chloro-4-chloromethylquinoline (0.03 mol). Then the mixture is stirred vigorously for 1.5 hours a... Starting materials: BrCCCCCBr (1,5-dibromopentane), [Cl-].[NH4+] (ammonium chloride), C(C)(C)NC(C)C (diisopropylamine), solution, C(CCC)[Li] (n-butyl lithium), C(C)(=O)OC(C)(C)C (t-butyl acetate). Solvent: O1CCCC1 (tetrahydrofuran), O1CCCC1 (tetrahydrofuran), CCCCCC (hexane), O1CCCC1 (tetrahydrofuran). Run at time 15 minute. The product is C(C)(C)(C)OC(CCCCCCBr)=O (7-bromoheptanoic acid t-butyl ester). Reaction SMILES: C(NC(C)C)(C)C.C([Li])CCC.[C:13]([O:16][C:17]([CH3:20])([CH3:19])[CH3:18])(=[O:15])[CH3:14].[Br:21][CH2:22][CH2:23][CH2:24][CH2:25][CH2:26]Br.[Cl-].[NH4+]>O1CCCC1.CCCCCC>[C:17]([O:16][C:13](=[O:15])[CH2:14][CH2:26][CH2:25][CH2:24][CH2:23][CH2:22][Br:21])([CH3:20])([CH3:19])[CH3:18] |f:4.5|. Procedure: To 6.94 ml of diisopropylamine in 100 ml of anhydrous tetrahydrofuran was added dropwise 34 ml of a 1.45 M solution of n-butyl lithium in hexane at -70° C. and the mixture was stirred for 15 minutes. To the solution was added dropwise a solution of 6.63 ml of t-butyl acetate in 30 ml of anhydrous tetrahydrofuran and the mixture was stirred for 30 minutes, and then 8 ml of 1,5-dibromopentane in 10 ml of anhydrous tetrahydrofuran were added thereto and the mixture was stirred for 5 minutes. To it ... Starting materials: [BH4-], CC(C)(C)OC(=O)NCCC(NC(=O)OCC1c2ccccc2-c2ccccc21)C(=O)O, CN1CCOCC1, CC(C)COC(=O)Cl, [Na+], C1CCOC1, O. Product: CC(C)(C)OC(=O)NCCC(CO)NC(=O)OCC1c2ccccc2-c2ccccc21. RXN SMILES: [BH4-:48].[C:1]([CH3:2])([CH3:3])([CH3:4])[O:5][C:6](=[O:7])[NH:8][CH2:9][CH2:10][CH:11]([C:12](=[O:13])[OH:14])[NH:15][C:16](=[O:17])[O:18][CH2:19][CH:20]1[c:21]2[cH:22][cH:23][cH:24][cH:25][c:26]2-[c:27]2[cH:28][cH:29][cH:30][cH:31][c:32]21.[CH3:41][N:42]1[CH2:43][CH2:44][O:45][CH2:46][CH2:47]1.[Cl:33][C:34]([O:35][CH2:36][CH:37]([CH3:38])[CH3:39])=[O:40].[Na+:49].[O:50]1[CH2:51][CH2:52][CH2:53][CH2:54]1.[OH2:55]>>[C:1]([CH3:2])([CH3:3])([CH3:4])[O:5][C:6](=[O:7])[NH:8][CH2:9][CH2:10][CH:11]([CH2:12][OH:13])[NH:15][C:16](=[O:17])[O:18][CH2:19][CH:20]1[c:21]2[cH:22][cH:23][cH:24][cH:25][c:26]2-[c:27]2[cH:28][cH:29][cH:30][cH:31][c:32]21. Reactants: ClC1=C(C=CC=C1)C1C(=C(NC(=C1C(=O)OCCC#N)C)C1=CC=C(C=C1)N1C(=NC=2C=NC=CC21)C)C(=O)OCC ((-)-4-(2-Chlorophenyl)-5-(2-cyanoethoxycarbonyl)-1,4-dihydro-3-ethoxycarbonyl-6-methyl-2-[4-(2-methylimidazo[4,5-c]pyridin-1-yl)phenyl]pyridine), [OH-].[Na+] (sodium hydroxide), Cl (Hydrochloric acid). Solvent: O1CCOCC1 (dioxane). Run at time 1 hour. The product is ClC1=C(C=CC=C1)C1C(=C(NC(=C1C(=O)O)C)C1=CC=C(C=C1)N1C(=NC=2C=NC=CC21)C)C(=O)OCC ((-)-4-(2-Chlorophenyl)-1,4-dihydro-3-ethoxycarbonyl-6-methyl-2-[4-(2-methylimidazo[4,5-c]pyridin-1yl)phenyl]pyridine-5-carboxylic acid). Yield: 81.1%. RXN SMILES: [Cl:1][C:2]1[CH:7]=[CH:6][CH:5]=[CH:4][C:3]=1[CH:8]1[C:13]([C:14]([O:16]CCC#N)=[O:15])=[C:12]([CH3:21])[NH:11][C:10]([C:22]2[CH:27]=[CH:26][C:25]([N:28]3[C:36]4[CH:35]=[CH:34][N:33]=[CH:32][C:31]=4[N:30]=[C:29]3[CH3:37])=[CH:24][CH:23]=2)=[C:9]1[C:38]([O:40][CH2:41][CH3:42])=[O:39].[OH-].[Na+].Cl>O1CCOCC1>[Cl:1][C:2]1[CH:7]=[CH:6][CH:5]=[CH:4][C:3]=1[CH:8]1[C:13]([C:14]([OH:16])=[O:15])=[C:12]([CH3:21])[NH:11][C:10]([C:22]2[CH:23]=[CH:24][C:25]([N:28]3[C:36]4[CH:35]=[CH:34][N:33]=[CH:32][C:31]=4[N:30]=[C:29]3[CH3:37])=[CH:26][CH:27]=2)=[C:9]1[C:38]([O:40][CH2:41][CH3:42])=[O:39] |f:1.2|. Reported procedure: A mixture of the (-)-cyanoethyl ester of Example 8 (271 mg, 0.466 mmol) and aqueous sodium hydroxide (2.54 ml, 0.55M, 1.40 mmol) in dioxane (7.5 ml) was stirred at room temperature under nitrogen for 1 hour. Hydrochloric acid (1.40 ml, 1M, 1.40 mmol) was added dropwise, and the mixture was concentrated under reduced pressure. The resulting yellow solid was suspended in water, filtered off, and dried in vacuo, to give the title compound, (200 mg, 81%). Starting materials: [N+](=O)([O-])C=1C=C(C=CC1)C(=O)C1=CC=C2C(=NN(C2=C1)COCC[Si](C)(C)C)C=CC1=CC=CC=C1 ((3-Nitro-phenyl)-{3-styryl-1-[2-(trimethyl-silanyl)-ethoxymethyl]-1H-indazol-6-yl}-methanone), NC=1C=C(C=CC1)C(=O)C1=CC=C2C(=NN(C2=C1)COCC[Si](C)(C)C)C=CC1=CC=CC=C1 ((3-amino-phenyl)-{3-styryl-1-[2-(trimethyl-silanyl)-ethoxymethyl]-1H-indazol-6-yl}-methanone). Yields the product NC=1C=C(C=CC1)C(=O)C1=CC=C2C(=NNC2=C1)C=CC1=CC=CC=C1 ((3-Amino-phenyl)-(3-styryl-1H-indazol-6-yl)-methanone). Reaction SMILES: [N+:1]([C:4]1[CH:5]=[C:6]([C:10]([C:12]2[CH:20]=[C:19]3[C:15]([C:16]([CH:29]=[CH:30][C:31]4[CH:36]=[CH:35][CH:34]=[CH:33][CH:32]=4)=[N:17][N:18]3COCC[Si](C)(C)C)=[CH:14][CH:13]=2)=[O:11])[CH:7]=[CH:8][CH:9]=1)([O-])=O.NC1C=C(C(C2C=C3C(C(C=CC4C=CC=CC=4)=NN3COCC[Si](C)(C)C)=CC=2)=O)C=CC=1>>[NH2:1][C:4]1[CH:5]=[C:6]([C:10]([C:12]2[CH:20]=[C:19]3[C:15]([C:16]([CH:29]=[CH:30][C:31]4[CH:32]=[CH:33][CH:34]=[CH:35][CH:36]=4)=[N:17][NH:18]3)=[CH:14][CH:13]=2)=[O:11])[CH:7]=[CH:8][CH:9]=1. Reported procedure: (3-Nitro-phenyl)-{3-styryl-1-[2-(trimethyl-silanyl)-ethoxymethyl]-1H-indazol-6-yl}-methanone was converted to (3-amino-phenyl)-{3-styryl-1-[2-(trimethyl-silanyl)-ethoxymethyl]-1H-indazol-6-yl}-methanone as described in Example 11, step (iv) (102 mg, 84%). LCMS (ESI) [M+H]/z Calc'd 340. found 340. Starting materials: Cn1cc(-c2cn(S(=O)(=O)c3ccccc3)c3ncc(C4=CCCC5C4C5(C)C)cc23)cn1, CO. Product: Cn1cc(-c2cn(S(=O)(=O)c3ccccc3)c3ncc(C4CCCC5C4C5(C)C)cc23)cn1. As a reaction SMILES: [CH3:1][C:2]1([CH3:33])[CH:3]2[CH2:4][CH2:5][CH:6]=[C:7]([c:9]3[cH:10][c:11]4[c:12]([n:13][cH:14]3)[n:15]([S:24](=[O:25])(=[O:26])[c:27]3[cH:28][cH:29][cH:30][cH:31][cH:32]3)[cH:16][c:17]4-[c:18]3[cH:19][n:20][n:21]([CH3:23])[cH:22]3)[CH:8]12.[CH3:34][OH:35]>>[CH3:1][C:2]1([CH3:33])[CH:3]2[CH2:4][CH2:5][CH2:6][CH:7]([c:9]3[cH:10][c:11]4[c:12]([n:13][cH:14]3)[n:15]([S:24](=[O:25])(=[O:26])[c:27]3[cH:28][cH:29][cH:30][cH:31][cH:32]3)[cH:16][c:17]4-[c:18]3[cH:19][n:20][n:21]([CH3:23])[cH:22]3)[CH:8]12. Reactants: CNCC(O)Cc1ccccc1, CCN(C(C)C)C(C)C, Cc1c(CCl)sc2c(=O)c(C(=O)NCc3ccc(Cl)cc3)cn(C)c12, CN(C)C=O, O. Yields the product Cc1c(CN(C)CC(O)Cc2ccccc2)sc2c(=O)c(C(=O)NCc3ccc(Cl)cc3)cn(C)c12. As a reaction SMILES: [CH3:26][NH:27][CH2:28][CH:29]([CH2:30][c:31]1[cH:32][cH:33][cH:34][cH:35][cH:36]1)[OH:37].[CH:38]([N:39]([CH:40]([CH3:41])[CH3:42])[CH2:43][CH3:44])([CH3:45])[CH3:46].[Cl:1][c:2]1[cH:3][cH:4][c:5]([CH2:6][NH:7][C:8](=[O:9])[c:10]2[c:11](=[O:23])[c:12]3[c:13]([n:14]([CH3:16])[cH:15]2)[c:17]([CH3:22])[c:18]([CH2:20][Cl:21])[s:19]3)[cH:24][cH:25]1.[O:47]=[CH:48][N:49]([CH3:50])[CH3:51].[OH2:52]>>[Cl:1][c:2]1[cH:3][cH:4][c:5]([CH2:6][NH:7][C:8](=[O:9])[c:10]2[c:11](=[O:23])[c:12]3[c:13]([n:14]([CH3:16])[cH:15]2)[c:17]([CH3:22])[c:18]([CH2:20][N:27]([CH3:26])[CH2:28][CH:29]([CH2:30][c:31]2[cH:32][cH:33][cH:34][cH:35][cH:36]2)[OH:37])[s:19]3)[cH:24][cH:25]1.